Task: describe an organic reaction: reactants, conditions, products, and yield. Dataset: the Open Reaction Database (ORD), a public repository of structured organic reaction records Starting materials: Br, CS(=O)(=O)Cl, CO, [K+], CS(=O)(=O)Nc1ccc(-c2csc(N)n2)cc1Sc1ccc(F)cc1F, [OH-], c1ccncc1. Product: CS(=O)(=O)Nc1nc(-c2ccc(NS(C)(=O)=O)c(Sc3ccc(F)cc3F)c2)cs1. Reaction SMILES: [BrH:1].[CH3:28][S:29]([Cl:30])(=[O:31])=[O:32].[CH3:41][OH:42].[K+:34].[NH2:2][c:3]1[s:4][cH:5][c:6](-[c:8]2[cH:9][c:10]([S:19][c:20]3[c:21]([F:27])[cH:22][c:23]([F:26])[cH:24][cH:25]3)[c:11]([NH:12][S:13](=[O:14])(=[O:15])[CH3:16])[cH:17][cH:18]2)[n:7]1.[OH-:33].[cH:35]1[cH:36][cH:37][n:38][cH:39][cH:40]1>>[NH:2]([c:3]1[s:4][cH:5][c:6](-[c:8]2[cH:9][c:10]([S:19][c:20]3[c:21]([F:27])[cH:22][c:23]([F:26])[cH:24][cH:25]3)[c:11]([NH:12][S:13](=[O:14])(=[O:15])[CH3:16])[cH:17][cH:18]2)[n:7]1)[S:29]([CH3:28])(=[O:31])=[O:32]. Starting materials: ClC1=NN2C(C=3CCCCC13)=NC=C2 (6-chloro-7,8,9,10-tetrahydroimidazo[2,1-a]phthalazine), CN1CCNCC1 (1-methylpiperazine). Run in ice water. Yields the product CN1CCN(CC1)C1=NN2C(C=3CCCCC13)=NC=C2 (6-(4-methyl-1-piperazinyl)-7,8,9,10-tetrahydroimidazo[2,1-a]phthalazine). Reaction SMILES: Cl[C:2]1[C:11]2[CH2:10][CH2:9][CH2:8][CH2:7][C:6]=2[C:5]2=[N:12][CH:13]=[CH:14][N:4]2[N:3]=1.[CH3:15][N:16]1[CH2:21][CH2:20][NH:19][CH2:18][CH2:17]1>>[CH3:15][N:16]1[CH2:21][CH2:20][N:19]([C:2]2[C:11]3[CH2:10][CH2:9][CH2:8][CH2:7][C:6]=3[C:5]3=[N:12][CH:13]=[CH:14][N:4]3[N:3]=2)[CH2:18][CH2:17]1. Procedure details: A mixture of 15 g of 6-chloro-7,8,9,10-tetrahydroimidazo[2,1-a]phthalazine and 36.2 g of 1-methylpiperazine was heated at reflux for 48 hours during which time the reaction mixture turned brown. The reaction was poured into about 150 ml of ice water. The solid which formed was separated by filtration and air-dried to give 6-(4-methyl-1-piperazinyl)-7,8,9,10-tetrahydroimidazo[2,1-a]phthalazine melting at about 79.5° C.